The task is: describe an organic reaction: reactants, conditions, products, and yield. This data is from the Open Reaction Database (ORD), a public repository of structured organic reaction records. The reactants are CC(C)(C)c1ccc2ccccc2c1O, CCOCC, COC(Cl)Cl, CCCCC, [Cl-], ClCCl. Yields the product CC(C)(C)c1cc(C=O)c2ccccc2c1O. Reaction SMILES: [C:1]([CH3:2])([CH3:3])([CH3:4])[c:5]1[c:6]([OH:15])[c:7]2[cH:8][cH:9][cH:10][cH:11][c:12]2[cH:13][cH:14]1.[CH2:27]([O:28][CH2:29][CH3:30])[CH3:31].[CH3:17][O:18][CH:19]([Cl:20])[Cl:21].[CH3:22][CH2:23][CH2:24][CH2:25][CH3:26].[Cl-:16].[Cl:32][CH2:33][Cl:34]>>[C:1]([CH3:2])([CH3:3])([CH3:4])[c:5]1[c:6]([OH:15])[c:7]2[cH:8][cH:9][cH:10][cH:11][c:12]2[c:13]([CH:17]=[O:18])[cH:14]1.